Dataset: the Open Reaction Database (ORD), a public repository of structured organic reaction records. Task: describe an organic reaction: reactants, conditions, products, and yield The reactants are ClC1=CC=NC2=CC(=C(C=C12)OC)OC (4-Chloro-6,7-dimethoxyquinoline), C(C)(=O)OC1=CC(O)=CC=C1 (resorcinol monoacetate), C(O)([O-])=O.[Na+] (sodium hydrogen carbonate). Reaction conditions: temperature 180 celsius, time 30 minute. The product is COC=1C=C2C(=CC=NC2=CC1OC)OC1=CC(=CC=C1)O (6,7-Dimethoxy-4-(3-hydroxyphenoxy)quinoline). Yield: 9.0%. Reaction SMILES: Cl[C:2]1[C:11]2[C:6](=[CH:7][C:8]([O:14][CH3:15])=[C:9]([O:12][CH3:13])[CH:10]=2)[N:5]=[CH:4][CH:3]=1.C([O:19][C:20]1[CH:26]=[CH:25][CH:24]=[C:22]([OH:23])[CH:21]=1)(=O)C.C(=O)([O-])O.[Na+]>>[CH3:13][O:12][C:9]1[CH:10]=[C:11]2[C:6](=[CH:7][C:8]=1[O:14][CH3:15])[N:5]=[CH:4][CH:3]=[C:2]2[O:19][C:20]1[CH:26]=[CH:25][CH:24]=[C:22]([OH:23])[CH:21]=1 |f:2.3|. Procedure details: 4-Chloro-6,7-dimethoxyquinoline (300 mg) and commercially available resorcinol monoacetate (0.835 ml) were mixed and stirred at 180° C. for 30 minutes. The reaction mixture was neutralized with saturated aqueous sodium hydrogen carbonate and then partitioned between water and ethyl acetate, and the ethyl acetate layer was washed with brine and then dried with anhydrous sodium sulfate. After removing the solvent by reduced-pressure distillation, the resulting residue was crystallized with chlorof... Starting materials: C(#N)C=1C=C(C=CC1)C(CC(=O)NC1=C(C=CC(=C1)N1C=CC=C1)[N+](=O)[O-])=O (3-(3-cyano-phenyl)-N-(2-nitro-5-pyrrol-1-yl-phenyl)-3-oxo-propionamide), O.O.Cl[Sn]Cl (SnCl2.2H2O). The solvent is CCO (EtOH). Product: O=C1NC2=C(N=C(C1)C=1C=C(C#N)C=CC1)C=CC(=C2)N2C=CC=C2 (3-(4-oxo-7-Pyrrol-1-yl-4,5-dihydro-3H-benzo[b][1,4]diazepin-2-yl)-benzonitrile). Reaction SMILES: [C:1]([C:3]1[CH:4]=[C:5]([C:9](=O)[CH2:10][C:11]([NH:13][C:14]2[CH:19]=[C:18]([N:20]3[CH:24]=[CH:23][CH:22]=[CH:21]3)[CH:17]=[CH:16][C:15]=2[N+:25]([O-])=O)=[O:12])[CH:6]=[CH:7][CH:8]=1)#[N:2].O.O.Cl[Sn]Cl>CCO>[O:12]=[C:11]1[CH2:10][C:9]([C:5]2[CH:4]=[C:3]([CH:8]=[CH:7][CH:6]=2)[C:1]#[N:2])=[N:25][C:15]2[CH:16]=[CH:17][C:18]([N:20]3[CH:24]=[CH:23][CH:22]=[CH:21]3)=[CH:19][C:14]=2[NH:13]1 |f:1.2.3|. Procedure details: Alternatively, the title compound was also prepared from (3-(3-cyano-phenyl)-N-(2-nitro-5-pyrrol-1-yl-phenyl)-3-oxo-propionamide (Example M4) by reductive cyclization with SnCl2.2H2O in EtOH at 70° C. according to the general procedure J (method b). Obtained as an olive solid (161 mg). Starting materials: NC1=CC=C(C=C1)C(C(=O)N(C)C)=CC1=CC(=CC(=C1)OC)OC (2-(4-aminophenyl)-3-(3,5-dimethoxyphenyl)-N,N-dimethylacrylamide), C(C1=CC=CC=C1)(=O)Cl (benzoyl chloride). Run in C1=CC=CC=C1 (benzene). Conditions: temperature 90 celsius. The product is COC=1C=C(C=C(C1)OC)C=C(C(N(C)C)=O)C1=CC=C(C=C1)NC(C1=CC=CC=C1)=O (N-{4-[2-(3,5-dimethoxyphenyl)-1-dimethylcarbamoylvinyl]-phenyl}-benzamide). Reaction SMILES: [NH2:1][C:2]1[CH:7]=[CH:6][C:5]([C:8](=[CH:14][C:15]2[CH:20]=[C:19]([O:21][CH3:22])[CH:18]=[C:17]([O:23][CH3:24])[CH:16]=2)[C:9]([N:11]([CH3:13])[CH3:12])=[O:10])=[CH:4][CH:3]=1.[C:25](Cl)(=[O:32])[C:26]1[CH:31]=[CH:30][CH:29]=[CH:28][CH:27]=1>C1C=CC=CC=1>[CH3:24][O:23][C:17]1[CH:16]=[C:15]([CH:14]=[C:8]([C:5]2[CH:6]=[CH:7][C:2]([NH:1][C:25](=[O:32])[C:26]3[CH:31]=[CH:30][CH:29]=[CH:28][CH:27]=3)=[CH:3][CH:4]=2)[C:9](=[O:10])[N:11]([CH3:13])[CH3:12])[CH:20]=[C:19]([O:21][CH3:22])[CH:18]=1. Procedure: A mixture of 2-(4-aminophenyl)-3-(3,5-dimethoxyphenyl)-N,N-dimethylacrylamide, 43, (0.49 g, 1.2 mmol) and benzoyl chloride (0.26 g, 1.8 mmol) in anhydrous benzene (18.0 mL) was heated at 90° C. for 2 h. Solvent was evaporated and crude product was purified by silica gel chromatography. Reactants: CCC(=O)c1ncn2ccsc12, CCCC[Sn](Cl)(CCCC)CCCC, C1CCOC1, [Cl-], [NH4+]. Yields the product CCCC[Sn](CCCC)(CCCC)c1csc2c(C(=O)CC)ncn12. As a reaction SMILES: [C:15]([CH2:16][CH3:17])(=[O:18])[c:19]1[n:20][cH:21][n:22]2[c:23]1[s:24][cH:25][cH:26]2.[CH2:1]([CH2:2][CH2:3][CH3:4])[Sn:5]([CH2:6][CH2:7][CH2:8][CH3:9])([CH2:10][CH2:11][CH2:12][CH3:13])[Cl:14].[CH2:29]1[O:30][CH2:31][CH2:32][CH2:33]1.[Cl-:27].[NH4+:28]>>[CH2:1]([CH2:2][CH2:3][CH3:4])[Sn:5]([CH2:6][CH2:7][CH2:8][CH3:9])([CH2:10][CH2:11][CH2:12][CH3:13])[c:26]1[n:22]2[cH:21][n:20][c:19]([C:15]([CH2:16][CH3:17])=[O:18])[c:23]2[s:24][cH:25]1. The reactants are CC(C)(C)OC(=O)NC1CCN(CC2CCNCC2)CC1, COCCC(=O)O, COc1ccc(C(=O)O)cc1. Yields the product COCCC(=O)N1CCC(CN2CCC(NC(=O)OC(C)(C)C)CC2)CC1. As a reaction SMILES: [C:1]([CH3:2])([CH3:3])([CH3:4])[O:5][C:6](=[O:7])[NH:8][CH:9]1[CH2:10][CH2:11][N:12]([CH2:15][CH:16]2[CH2:17][CH2:18][NH:19][CH2:20][CH2:21]2)[CH2:13][CH2:14]1.[CH3:22][O:23][CH2:24][CH2:25][C:26](=[O:27])[OH:28].[CH3:29][O:30][c:31]1[cH:32][cH:33][c:34]([C:35](=[O:36])[OH:37])[cH:38][cH:39]1>>[C:1]([CH3:2])([CH3:3])([CH3:4])[O:5][C:6](=[O:7])[NH:8][CH:9]1[CH2:10][CH2:11][N:12]([CH2:15][CH:16]2[CH2:17][CH2:18][N:19]([C:26]([CH2:25][CH2:24][O:23][CH3:22])=[O:27])[CH2:20][CH2:21]2)[CH2:13][CH2:14]1. Starting materials: CC(C)(C)OC(=O)NC1CCNCC1, CCO, COC(=O)c1nc(-c2cncc(-c3nc(NCc4ccccn4)c4c(-c5ccccc5)cccc4n3)c2)no1. Product: CC(C)(C)OC(=O)NC1CCN(C(=O)c2nc(-c3cncc(-c4nc(NCc5ccccn5)c5c(-c6ccccc6)cccc5n4)c3)no2)CC1. Reaction SMILES: [C:40](=[O:41])([O:42][C:43]([CH3:44])([CH3:45])[CH3:46])[NH:47][CH:48]1[CH2:49][CH2:50][NH:51][CH2:52][CH2:53]1.[CH3:54][CH2:55][OH:56].[c:1]1(-[c:7]2[c:8]3[c:9]([NH:32][CH2:33][c:34]4[n:35][cH:36][cH:37][cH:38][cH:39]4)[n:10][c:11](-[c:17]4[cH:18][c:19](-[c:23]5[n:24][o:25][c:26]([C:28](=[O:29])[O:30][CH3:31])[n:27]5)[cH:20][n:21][cH:22]4)[n:12][c:13]3[cH:14][cH:15][cH:16]2)[cH:2][cH:3][cH:4][cH:5][cH:6]1>>[c:1]1(-[c:7]2[c:8]3[c:9]([NH:32][CH2:33][c:34]4[n:35][cH:36][cH:37][cH:38][cH:39]4)[n:10][c:11](-[c:17]4[cH:18][c:19](-[c:23]5[n:24][o:25][c:26]([C:28](=[O:29])[N:51]6[CH2:50][CH2:49][CH:48]([NH:47][C:40](=[O:41])[O:42][C:43]([CH3:44])([CH3:45])[CH3:46])[CH2:53][CH2:52]6)[n:27]5)[cH:20][n:21][cH:22]4)[n:12][c:13]3[cH:14][cH:15][cH:16]2)[cH:2][cH:3][cH:4][cH:5][cH:6]1. Starting materials: C(C1=CC=CC=C1)(C1=CC=CC=C1)(C1=CC=CC=C1)N1C=NC(=C1)CC1=CC=C(C=C1)C#N (1-trityl-4-(4-Cyanobenzyl)-imidazole), CCN(C(C)C)C(C)C (Hunigs base), C(C)(C)(C)OC(=O)N1CCC(CC1)CO (N-t-butoxycarbonyl-4-hydroxymethyl piperidine), FC(S(=O)(=O)OS(=O)(=O)C(F)(F)F)(F)F (trifluoromethanesulfonic anhydride). The solvent is C(Cl)Cl (CH2Cl2). Reaction conditions: time 45 minute. The product is C(C)(C)(C)OC(=O)N1CCC(CC1)CN1C=NC=C1CC1=CC=C(C=C1)C#N (1-(N-t-Butoxycarbonyl-piperidin-4-ylmethyl)-5-(4-cyanobenzyl)imidazole). Reaction SMILES: C([N:20]1[CH:24]=[C:23]([CH2:25][C:26]2[CH:31]=[CH:30][C:29]([C:32]#[N:33])=[CH:28][CH:27]=2)[N:22]=[CH:21]1)(C1C=CC=CC=1)(C1C=CC=CC=1)C1C=CC=CC=1.CCN(C(C)C)C(C)C.[C:43]([O:47][C:48]([N:50]1[CH2:55][CH2:54][CH:53]([CH2:56]O)[CH2:52][CH2:51]1)=[O:49])([CH3:46])([CH3:45])[CH3:44].FC(F)(F)S(OS(C(F)(F)F)(=O)=O)(=O)=O>C(Cl)Cl>[C:43]([O:47][C:48]([N:50]1[CH2:55][CH2:54][CH:53]([CH2:56][N:22]2[C:23]([CH2:25][C:26]3[CH:27]=[CH:28][C:29]([C:32]#[N:33])=[CH:30][CH:31]=3)=[CH:24][N:20]=[CH:21]2)[CH2:52][CH2:51]1)=[O:49])([CH3:46])([CH3:44])[CH3:45]. Procedure: To 1-trityl-4-(4-Cyanobenzyl)-imidazole (1.99 g, 4.64 mmol) in CH2Cl2 (9.3 mL), Hunigs base (1.62 mL, 9.28 mmol) and the product from step B (1.0 g 4.64 mmol) at -78° C. was added trifluoromethanesulfonic anhydride (0.78 mL, 4.64 mmol). After 45minutes the reaction was allowed to warm to room temperature. The solvent was evaporated and the residue was dissolved in methanol (50 ml) and heated at reflux for 1 hour, cooled and evaporated to dryness. The residue was partitioned between sat. aq. NaHC...